Dataset: the Open Reaction Database (ORD), a public repository of structured organic reaction records. Task: describe an organic reaction: reactants, conditions, products, and yield The reactants are CC(=O)c1ccccc1Br, CC(=O)O, CC(C)O, ClC(Cl)Cl, NO, C1COCCO1, O. The product is CC(=NO)c1ccccc1Br. Reaction SMILES: [Br:1][c:2]1[c:3]([C:8]([CH3:9])=[O:10])[cH:4][cH:5][cH:6][cH:7]1.[CH3:14][C:15](=[O:16])[OH:17].[CH:24]([OH:25])([CH3:26])[CH3:27].[CH:28]([Cl:29])([Cl:30])[Cl:31].[NH2:11][OH:12].[O:18]1[CH2:19][CH2:20][O:21][CH2:22][CH2:23]1.[OH2:13]>>[Br:1][c:2]1[c:3]([C:8]([CH3:9])=[N:11][OH:12])[cH:4][cH:5][cH:6][cH:7]1.